This data is from the Open Reaction Database (ORD), a public repository of structured organic reaction records. The task is: describe an organic reaction: reactants, conditions, products, and yield The reactants are CCOC(=O)C1(c2ccc(B3OC(C)(C)C(C)(C)O3)cc2)CC1, CCc1noc(-c2ccc(Br)cc2)c1NC(=O)OC(C)c1ccccc1. The product is CCOC(=O)C1(c2ccc(-c3ccc(-c4onc(CC)c4NC(=O)OC(C)c4ccccc4)cc3)cc2)CC1. As a reaction SMILES: [CH2:27]([CH3:28])[O:29][C:30](=[O:31])[C:32]1([c:35]2[cH:36][cH:37][c:38]([B:41]3[O:42][C:43]([CH3:44])([CH3:45])[C:46]([CH3:47])([CH3:48])[O:49]3)[cH:39][cH:40]2)[CH2:33][CH2:34]1.[c:1]1([CH:7]([CH3:8])[O:9][C:10]([NH:11][c:12]2[c:13]([CH2:24][CH3:25])[n:14][o:15][c:16]2-[c:17]2[cH:18][cH:19][c:20]([Br:23])[cH:21][cH:22]2)=[O:26])[cH:2][cH:3][cH:4][cH:5][cH:6]1>>[c:1]1([CH:7]([CH3:8])[O:9][C:10]([NH:11][c:12]2[c:13]([CH2:24][CH3:25])[n:14][o:15][c:16]2-[c:17]2[cH:18][cH:19][c:20](-[c:38]3[cH:37][cH:36][c:35]([C:32]4([C:30]([O:29][CH2:27][CH3:28])=[O:31])[CH2:33][CH2:34]4)[cH:40][cH:39]3)[cH:21][cH:22]2)=[O:26])[cH:2][cH:3][cH:4][cH:5][cH:6]1. The reactants are CC(C)=O, CCOC(C)=O, Cl, [Cu]I, [I-], [K+], O=N[O-], [Na+], O, Nc1c[nH]nc1C(=O)Nc1ccccc1. Product: O=C(Nc1ccccc1)c1n[nH]cc1I. Reaction SMILES: [CH3:24][C:25](=[O:26])[CH3:27].[CH3:28][CH2:29][O:30][C:31](=[O:32])[CH3:33].[ClH:23].[Cu:34][I:35].[I-:21].[K+:20].[N:1]([O-:2])=[O:3].[Na+:4].[OH2:22].[c:5]1([NH:11][C:12](=[O:13])[c:14]2[n:15][nH:16][cH:17][c:18]2[NH2:19])[cH:6][cH:7][cH:8][cH:9][cH:10]1>>[c:5]1([NH:11][C:12](=[O:13])[c:14]2[n:15][nH:16][cH:17][c:18]2[I:21])[cH:6][cH:7][cH:8][cH:9][cH:10]1.